describe an organic reaction: reactants, conditions, products, and yield From a dataset of the Open Reaction Database (ORD), a public repository of structured organic reaction records. Reactants: C(C)OC(=O)C1=C(SC=C1C1=CC(=C(C=C1)Cl)Cl)N (2-amino-4-(3,4-dichlorophenyl)-thiophene-3-carboxylic acid ethyl ester), C1(C=2C(C(=O)O1)=CC=CC2)=O (phthalic anhydride). Solvent: C(C)(=O)O (acetic acid). Product: C(C)OC(=O)C1=C(SC=C1C1=CC(=C(C=C1)Cl)Cl)N1C(C2=CC=CC=C2C1=O)=O (4-(3,4-Dichlorophenyl)-2-(1,3-dioxo-1,3-dihydroisoindol-2-yl)-thiophene-3-carboxylic acid ethyl ester). Isolated yield 74.0%. Reaction SMILES: [CH2:1]([O:3][C:4]([C:6]1[C:10]([C:11]2[CH:16]=[CH:15][C:14]([Cl:17])=[C:13]([Cl:18])[CH:12]=2)=[CH:9][S:8][C:7]=1[NH2:19])=[O:5])[CH3:2].[C:20]1(=O)[O:25][C:23](=[O:24])[C:22]2=[CH:26][CH:27]=[CH:28][CH:29]=[C:21]12>C(O)(=O)C>[CH2:1]([O:3][C:4]([C:6]1[C:10]([C:11]2[CH:16]=[CH:15][C:14]([Cl:17])=[C:13]([Cl:18])[CH:12]=2)=[CH:9][S:8][C:7]=1[N:19]1[C:23](=[O:24])[C:22]2[C:21](=[CH:29][CH:28]=[CH:27][CH:26]=2)[C:20]1=[O:25])=[O:5])[CH3:2]. Procedure: A mixture of 2-amino-4-(3,4-dichlorophenyl)-thiophene-3-carboxylic acid ethyl ester (2 mmol, Example 6 & 7, Part B) and phthalic anhydride (2.2 mmol) in glacial acetic acid (20 mL) was heated at reflux overnight. After cooling to room temperature, the acetic acid was removed in vacuo and the residue triturated with petroleum ether. The crude product was collected by filtration, suspended in acetyl chloride (5 mL), and heated to reflux for one hour. After removing the solvent in vacuo, the residu... The product is CC(C)c1c(C(=O)NCc2ccc(F)c(F)c2)c2ccc(C3=NC(CO)CO3)cc2n1Cc1ccccn1. As a reaction SMILES: [B:46]([Br:47])([Br:48])[Br:49].[CH2:1]([c:2]1[cH:3][cH:4][cH:5][cH:6][cH:7]1)[O:8][CH2:9][CH:10]1[N:11]=[C:12]([c:15]2[cH:16][cH:17][c:18]3[c:19]([C:34](=[O:35])[NH:36][CH2:37][c:38]4[cH:39][c:40]([F:45])[c:41]([F:44])[cH:42][cH:43]4)[c:20]([CH:31]([CH3:32])[CH3:33])[n:21]([CH2:24][c:25]4[n:26][cH:27][cH:28][cH:29][cH:30]4)[c:22]3[cH:23]2)[O:13][CH2:14]1.[Cl:50][CH2:51][Cl:52]>>[OH:8][CH2:9][CH:10]1[N:11]=[C:12]([c:15]2[cH:16][cH:17][c:18]3[c:19]([C:34](=[O:35])[NH:36][CH2:37][c:38]4[cH:39][c:40]([F:45])[c:41]([F:44])[cH:42][cH:43]4)[c:20]([CH:31]([CH3:32])[CH3:33])[n:21]([CH2:24][c:25]4[n:26][cH:27][cH:28][cH:29][cH:30]4)[c:22]3[cH:23]2)[O:13][CH2:14]1. Reactants: BrB(Br)Br, CC(C)c1c(C(=O)NCc2ccc(F)c(F)c2)c2ccc(C3=NC(COCc4ccccc4)CO3)cc2n1Cc1ccccn1, ClCCl. Reactants: CC1(OB(OC1(C)C)C1=C2C=CNC2=CC=C1)C (4-(4,4,5,5-tetramethyl-[1,3,2]dioxaborolan-2-yl)-1H-indole), BrC1=CC=C(C=C1)Br (1,4-dibromobenzene), [OH-].[Na+] (sodium hydroxide). The reagents and catalysts are [Pd] (Palladium). The solvent is C1CCOC1 (THF), C(C)(=O)OCC (ethyl acetate). Run at temperature 70 celsius, time 15 hour. Product: BrC1=CC=C(C=C1)C1=C2C=CNC2=CC=C1 (4-(4-Bromo-phenyl)-1H-indole). Yield: 55.1%. Reaction SMILES: CC1(C)C(C)(C)OB([C:9]2[CH:17]=[CH:16][CH:15]=[C:14]3[C:10]=2[CH:11]=[CH:12][NH:13]3)O1.[Br:19][C:20]1[CH:25]=[CH:24][C:23](Br)=[CH:22][CH:21]=1.[OH-].[Na+]>C1COCC1.[Pd].C(OCC)(=O)C>[Br:19][C:20]1[CH:25]=[CH:24][C:23]([C:9]2[CH:17]=[CH:16][CH:15]=[C:14]3[C:10]=2[CH:11]=[CH:12][NH:13]3)=[CH:22][CH:21]=1 |f:2.3|. Reported procedure: To a mixture of 4-(4,4,5,5-tetramethyl-[1,3,2]dioxaborolan-2-yl)-1H-indole (3, 2.43 g, 10 mmol), and 1,4-dibromobenzene (1.8 g, 50 mmol) in THF (34 mL)) were added Palladium catalyst Pd(PPh3)4 (347 mg, 0.3 mmol) and the freshly prepared sodium hydroxide solution (1.20 g, 30 mmol in 14 mL water). The system was degassed and then charged with nitrogen. The degas procedure was repeated for three times. The mixture was stirred under nitrogen at 70° C. oil bath for 15 hours. TLC showed the completion... Starting materials: ClC=CCCl (1,3-dichloropropene), CC1=NNC=C1C(=O)OCC (Ethyl 3-methylpyrazole-4-carboxylate), sodium alcoholate, [Na] (sodium), C(C)O (ethanol). Run in O (water). Product: ClC=CCN1N=C(C(=C1)C(=O)OCC)C (ethyl 1-(gamma-chloroallyl)-3-methylpyrazole-4-carboxylate). RXN SMILES: [CH3:1][C:2]1[C:6]([C:7]([O:9][CH2:10][CH3:11])=[O:8])=[CH:5][NH:4][N:3]=1.[Na].C(O)C.[Cl:16][CH:17]=[CH:18][CH2:19]Cl>O>[Cl:16][CH:17]=[CH:18][CH2:19][N:4]1[CH:5]=[C:6]([C:7]([O:9][CH2:10][CH3:11])=[O:8])[C:2]([CH3:1])=[N:3]1 |^1:11|. Procedure details: Ethyl 3-methylpyrazole-4-carboxylate (5.0 g) was added to sodium alcoholate prepared from 0.75 g of metallic sodium and 30 ml of ethanol. To the homogeneous mixture was added 3.6 g of 1,3-dichloropropene, and the mixture was refluxed for 2 hours. After the reaction, the reaction mixture was discharged into water and extracted with ethyl acetate. The extract was chromatographed on a silica gel column, and the column was eluted with hexane/ethyl acetate to give 2.5 g (34%) of a Z isomer of ethyl 1... The reactants are C(N)(=O)C=1C(=NN2C1CN(C1(C2)CC1)C(=O)OC(C)(C)C)C1=CC(=C(C=C1)F)Cl (tert-Butyl 3′-carbamoyl-2′-(3-chloro-4-fluorophenyl)-4′H-spiro[cyclopropane-1,6′-pyrazolo[1,5-a]pyrazine]-5′(7′H)-carboxylate), C(=O)(C(F)(F)F)O (TFA). The solvent is C(Cl)Cl (DCM). Reaction conditions: time 2 hour. Product: ClC=1C=C(C=CC1F)C1=NN2C(CNC3(C2)CC3)=C1C(=O)N (2′-(3-Chloro-4-fluorophenyl)-5′,7′-dihydro-4′H-spiro[cyclopropane-1,6′-pyrazolo[1,5-a]pyrazine]-3′-carboxamide). The yield is 90.5%. As a reaction SMILES: [C:1]([C:4]1[C:5]([C:22]2[CH:27]=[CH:26][C:25]([F:28])=[C:24]([Cl:29])[CH:23]=2)=[N:6][N:7]2[CH2:12][C:11]3([CH2:14][CH2:13]3)[N:10](C(OC(C)(C)C)=O)[CH2:9][C:8]=12)(=[O:3])[NH2:2].C(O)(C(F)(F)F)=O>C(Cl)Cl>[Cl:29][C:24]1[CH:23]=[C:22]([C:5]2[C:4]([C:1]([NH2:2])=[O:3])=[C:8]3[CH2:9][NH:10][C:11]4([CH2:14][CH2:13]4)[CH2:12][N:7]3[N:6]=2)[CH:27]=[CH:26][C:25]=1[F:28]. Procedure details: To a solution of Intermediate 350G (0.29 g, 0.689 mmol) in DCM (5 mL) was added TFA (3 mL) and the resulting solution was stirred at RT for 2 h. The volatiles were removed under reduced pressure. The residue was basified with a 10% aqueous solution of NaHCO3 and extracted with EtOAc (3×20 mL). The combined organic layer was washed with brine, dried over Na2SO4, filtered and the filtrate concentrated to afford Intermediate 350H as a yellow solid (0.2 g, 85%). MS(ES): m/z=321 [M+H]+; 1H NMR (300 M... As a reaction SMILES: N1C=CC=CC=1N[CH2:8][CH2:9][CH2:10][O:11][C:12]1[CH:13]=[C:14]([CH:18]([CH:22]([CH3:24])[CH3:23])[C:19]([OH:21])=[O:20])[CH:15]=[CH:16][CH:17]=1.C1(P(C2C=CC=CC=2)C2C=CC=CC=2)C=CC=CC=1.OCCC[CH2:48][NH:49][C:50]1[CH:55]=[CH:54][CH:53]=[CH:52][N+:51]=1[O-].N(C(OCC)=O)=NC(OCC)=O>CN(C=O)C>[N:51]1[CH:52]=[CH:53][CH:54]=[CH:55][C:50]=1[NH:49][CH2:48][CH2:8][CH2:9][CH2:10][O:11][C:12]1[CH:13]=[C:14]([CH:18]([CH:22]([CH3:23])[CH3:24])[C:19]([OH:21])=[O:20])[CH:15]=[CH:16][CH:17]=1. Solvent: CN(C)C=O (DMF), CN(C)C=O (DMF). Yields the product N1=C(C=CC=C1)NCCCCOC=1C=C(C=CC1)C(C(=O)O)C(C)C (3-[4-(2-pyridinylamino)butoxy]phenyl-3-methylbutanoic acid). Reaction conditions: time 1 hour. Isolated yield 50.5%. Starting materials: N1=C(C=CC=C1)NCCCOC=1C=C(C=CC1)C(C(=O)O)C(C)C (3-[3-(2-pyridinylamino)propoxy]phenyl-3-methylbutanoic acid), C1(=CC=CC=C1)P(C1=CC=CC=C1)C1=CC=CC=C1 (triphenylphosphine), OCCCCNC1=[N+](C=CC=C1)[O-] (2-(4-hydroxybutylamino)pyridine N-oxide), N(=NC(=O)OCC)C(=O)OCC (diethyl azodicarboxylate). Procedure: To a solution of the product from Example 5, Step 3 (720 mg, 3.24 mmol) in DMF (9 mL) was added triphenylphosphine (850 mg, 3.24 mmol). The reaction solution was kept at ambient temperature for 1 hour and a solution of 2-(4-hydroxybutylamino)pyridine N-oxide (590 mg, 3.24 mmol) and diethyl azodicarboxylate (0.51 mL, 3.24 mmol) in DMF (5 mL) was added. The reaction solution was kept at room temperature for 18 hours and concentrated in vacuo. The residue was dissolved in ethyl acetate and washed w... The reactants are N#Cc1ccc2[nH]cc(CCCN3CCN(c4ccc5c(c4)OCCO5)CC3)c2c1, CCOCCOCCO, [Na+], [OH-], O. Product: NC(=O)c1ccc2[nH]cc(CCCN3CCN(c4ccc5c(c4)OCCO5)CC3)c2c1. As a reaction SMILES: [C:1](#[N:2])[c:3]1[cH:4][c:5]2[c:6]([CH2:12][CH2:13][CH2:14][N:15]3[CH2:16][CH2:17][N:18]([c:21]4[cH:22][c:23]5[c:24]([cH:29][cH:30]4)[O:25][CH2:26][CH2:27][O:28]5)[CH2:19][CH2:20]3)[cH:7][nH:8][c:9]2[cH:10][cH:11]1.[CH2:33]([O:35][CH2:34][CH2:36][O:37][CH2:38][CH2:39][OH:40])[CH3:41].[Na+:32].[OH-:31].[OH2:42]>>[C:1]([NH2:2])([c:3]1[cH:4][c:5]2[c:6]([CH2:12][CH2:13][CH2:14][N:15]3[CH2:16][CH2:17][N:18]([c:21]4[cH:22][c:23]5[c:24]([cH:29][cH:30]4)[O:25][CH2:26][CH2:27][O:28]5)[CH2:19][CH2:20]3)[cH:7][nH:8][c:9]2[cH:10][cH:11]1)=[O:35]. The reactants are CCO, CCC(=O)N1N=C(c2ccc([N+](=O)[O-])cc2)c2cc(Cl)ccc2CC1C. Product: CCC(=O)N1N=C(c2ccc(N)cc2)c2cc(Cl)ccc2CC1C. RXN SMILES: [CH3:27][CH2:28][OH:29].[Cl:1][c:2]1[cH:3][c:4]2[c:5]([cH:25][cH:26]1)[CH2:6][CH:7]([CH3:24])[N:8]([C:20]([CH2:21][CH3:22])=[O:23])[N:9]=[C:10]2[c:11]1[cH:12][cH:13][c:14]([N+:17]([O-:18])=[O:19])[cH:15][cH:16]1>>[Cl:1][c:2]1[cH:3][c:4]2[c:5]([cH:25][cH:26]1)[CH2:6][CH:7]([CH3:24])[N:8]([C:20]([CH2:21][CH3:22])=[O:23])[N:9]=[C:10]2[c:11]1[cH:12][cH:13][c:14]([NH2:17])[cH:15][cH:16]1. Starting materials: BrCCCBr, O=C([O-])[O-], COc1cc(C(=O)N(C)C)ccc1O, CC#N, [K+], [K+]. The product is COc1cc(C(=O)N(C)C)ccc1OCCCBr. Reaction SMILES: [Br:21][CH2:22][CH2:23][CH2:24][Br:25].[C:15](=[O:16])([O-:17])[O-:18].[CH3:1][N:2]([C:3]([c:4]1[cH:5][c:6]([O:11][CH3:12])[c:7]([OH:10])[cH:8][cH:9]1)=[O:13])[CH3:14].[CH3:26][C:27]#[N:28].[K+:19].[K+:20]>>[CH3:1][N:2]([C:3]([c:4]1[cH:5][c:6]([O:11][CH3:12])[c:7]([O:10][CH2:24][CH2:23][CH2:22][Br:21])[cH:8][cH:9]1)=[O:13])[CH3:14].